Dataset: the Open Reaction Database (ORD), a public repository of structured organic reaction records. Task: describe an organic reaction: reactants, conditions, products, and yield Starting materials: CCOC(=O)c1ncn2c1CN(C)C(=O)c1ccccc1-2, COc1ccc(P2(=S)SP(=S)(c3ccc(OC)cc3)S2)cc1, Cc1ccccc1. The product is CCOC(=O)c1ncn2c1CN(C)C(=S)c1ccccc1-2. Reaction SMILES: [CH3:1][N:2]1[CH2:3][c:4]2[n:5]([cH:14][n:15][c:16]2[C:17](=[O:18])[O:19][CH2:20][CH3:21])-[c:6]2[c:7]([cH:10][cH:11][cH:12][cH:13]2)[C:8]1=[O:9].[CH3:22][O:23][c:24]1[cH:25][cH:26][c:27]([P:28]2(=[S:29])[S:30][P:32](=[S:33])([c:34]3[cH:35][cH:36][c:37]([O:38][CH3:39])[cH:40][cH:41]3)[S:31]2)[cH:42][cH:43]1.[CH3:44][c:45]1[cH:46][cH:47][cH:48][cH:49][cH:50]1>>[CH3:1][N:2]1[CH2:3][c:4]2[n:5]([cH:14][n:15][c:16]2[C:17](=[O:18])[O:19][CH2:20][CH3:21])-[c:6]2[c:7]([cH:10][cH:11][cH:12][cH:13]2)[C:8]1=[S:31].